Dataset: the Open Reaction Database (ORD), a public repository of structured organic reaction records. Task: describe an organic reaction: reactants, conditions, products, and yield Starting materials: CN(C=O)C (N,N-dimethylformamide), CN(C(CCN1N=C(C2=CC(=CC=C12)Cl)N)C)C (1-(3-dimethylaminobutyl)-3-amino-5-chloroindazole), Br.BrCCCN(CC)CC (3-bromopropyldiethylamine hydrobromide), C([O-])([O-])=O.[K+].[K+] (potassium carbonate). Yields the product CN(C(CCN1N=C(C2=CC(=CC=C12)Cl)NCCCN(CC)CC)C)C (1-(3-dimethylaminobutyl)-3-(3-diethylaminopropylamino)-5-chloroindazole). Reported procedure: To 60 ml of anhydrous N,N-dimethylformamide were added 8.71 g of the 1-(3-dimethylaminobutyl)-3-amino-5-chloroindazole, 8.98 g of 3-bromopropyldiethylamine hydrobromide and 7.89 g of anhydrous potassium carbonate, and the mixture was atirred for 12 hours at 80° C. After cooling, the mixture was added with 80 ml of water and extracted with diethyl ether. The diethyl ether layer was extracted three times with 2N hydrochloric acid, and the hydrochloric acid layer was washed with diethyl ether. The ... RXN SMILES: CN(C)C=O.[CH3:6][N:7]([CH3:23])[CH:8]([CH3:22])[CH2:9][CH2:10][N:11]1[C:19]2[C:14](=[CH:15][C:16]([Cl:20])=[CH:17][CH:18]=2)[C:13]([NH2:21])=[N:12]1.Br.Br[CH2:26][CH2:27][CH2:28][N:29]([CH2:32][CH3:33])[CH2:30][CH3:31].C(=O)([O-])[O-].[K+].[K+]>C(Cl)(Cl)Cl.O>[CH3:23][N:7]([CH3:6])[CH:8]([CH3:22])[CH2:9][CH2:10][N:11]1[C:19]2[C:14](=[CH:15][C:16]([Cl:20])=[CH:17][CH:18]=2)[C:13]([NH:21][CH2:26][CH2:27][CH2:28][N:29]([CH2:32][CH3:33])[CH2:30][CH3:31])=[N:12]1 |f:2.3,4.5.6|. Reaction conditions: time 12 hour. The yield is 58.3%. Run in C(Cl)(Cl)Cl (chloroform), O (water).